The task is: describe an organic reaction: reactants, conditions, products, and yield. This data is from the Open Reaction Database (ORD), a public repository of structured organic reaction records. The reactants are BrC1=CC(=C(C=C1)C1=CC=C(C=C1)C(CCC(=O)O)=O)F (4-(4′-bromo-2′-fluoro-biphenyl-4-yl)-4-oxo-butyric acid), Cl.NO (hydroxylamine hydrochloride). Yields the product BrC1=CC(=C(C=C1)C1=CC=C(C=C1)C(CCC(=O)O)=NO)F (4-(4′-bromo-2′-fluoro-biphenyl-4-yl)-4-hydroxyimino-butyric acid). The yield is 91.0%. As a reaction SMILES: [Br:1][C:2]1[CH:7]=[CH:6][C:5]([C:8]2[CH:13]=[CH:12][C:11]([C:14](=O)[CH2:15][CH2:16][C:17]([OH:19])=[O:18])=[CH:10][CH:9]=2)=[C:4]([F:21])[CH:3]=1.Cl.[NH2:23][OH:24]>>[Br:1][C:2]1[CH:7]=[CH:6][C:5]([C:8]2[CH:13]=[CH:12][C:11]([C:14](=[N:23][OH:24])[CH2:15][CH2:16][C:17]([OH:19])=[O:18])=[CH:10][CH:9]=2)=[C:4]([F:21])[CH:3]=1 |f:1.2|. Procedure details: In a manner similar to that described for Example 4, Step (c), 4-(4′-bromo-2′-fluoro-biphenyl-4-yl)-4-oxo-butyric acid (1.05 g, 0.00300 mol) was allowed to react with hydroxylamine hydrochloride (0.256 g, 0.00368 mol) to give 1.00 g of 4-(4′-bromo-2′-fluoro-biphenyl-4-yl)-4-hydroxyimino-butyric acid as a white solid; mp 163-164° C. Starting materials: CCBr, O=C([O-])[O-], CC(C)=O, [K+], [K+], O=C(OCc1ccccc1)N1CCN(CC2CCCNC2)CC1. The product is CCN1CCCC(CN2CCN(C(=O)OCc3ccccc3)CC2)C1. As a reaction SMILES: [Br:24][CH2:25][CH3:26].[C:27](=[O:28])([O-:29])[O-:30].[CH3:33][C:34](=[O:35])[CH3:36].[K+:31].[K+:32].[NH:1]1[CH2:2][CH:3]([CH2:7][N:8]2[CH2:9][CH2:10][N:11]([C:14](=[O:15])[O:16][CH2:17][c:18]3[cH:19][cH:20][cH:21][cH:22][cH:23]3)[CH2:12][CH2:13]2)[CH2:4][CH2:5][CH2:6]1>>[N:1]1([CH2:25][CH3:26])[CH2:2][CH:3]([CH2:7][N:8]2[CH2:9][CH2:10][N:11]([C:14](=[O:15])[O:16][CH2:17][c:18]3[cH:19][cH:20][cH:21][cH:22][cH:23]3)[CH2:12][CH2:13]2)[CH2:4][CH2:5][CH2:6]1.